From a dataset of the Open Reaction Database (ORD), a public repository of structured organic reaction records. describe an organic reaction: reactants, conditions, products, and yield Starting materials: NC1=CC=CC=C1 (aniline), NC(=O)N (urea), C12CN(CC(CC1)O2)C2=C1C(=NC(=N2)C2=CC=C(C=C2)NC(=O)NCC)N(N=C1)C1CCN(CC1)C(=O)OCC (ethyl 4-(4-(8-oxa-3-azabicyclo[3.2.1]octan-3-yl)-6-(4-(3-ethylureido)phenyl)-1H-pyrazolo[3,4-d]pyrimidin-1-yl)piperidine-1-carboxylate), N1(CCCCC1)CCS(=O)(=O)C1=CC=C(N)C=C1 (4-(2-(piperidin-1-yl)ethylsulfonyl)aniline). The product is C12CN(CC(CC1)O2)C2=C1C(=NC(=N2)C2=CC=C(C=C2)NC(=O)NC2=CC=C(C=C2)S(=O)(=O)CCN2CCCCC2)N(N=C1)C (1-(4-(4-(8-oxa-3-azabicyclo[3.2.1]octan-3-yl)-1-methyl-1H-pyrazolo[3,4-d]pyrimidin-6-yl)phenyl)-3-(4-(2-(piperidin-1-yl)ethylsulfonyl)phenyl)urea). RXN SMILES: NC(N)=O.[CH:5]12[O:12][CH:9]([CH2:10][CH2:11]1)[CH2:8][N:7]([C:13]1[N:18]=[C:17]([C:19]3[CH:24]=[CH:23][C:22]([NH:25][C:26](NCC)=[O:27])=[CH:21][CH:20]=3)[N:16]=[C:15]3[N:31]([CH:34]4CCN(C(OCC)=O)CC4)[N:32]=[CH:33][C:14]=13)[CH2:6]2.[N:45]1([CH2:51][CH2:52][S:53]([C:56]2[CH:62]=[CH:61][C:59]([NH2:60])=[CH:58][CH:57]=2)(=[O:55])=[O:54])[CH2:50][CH2:49][CH2:48][CH2:47][CH2:46]1.NC1C=CC=CC=1>>[CH:5]12[O:12][CH:9]([CH2:10][CH2:11]1)[CH2:8][N:7]([C:13]1[N:18]=[C:17]([C:19]3[CH:20]=[CH:21][C:22]([NH:25][C:26]([NH:60][C:59]4[CH:58]=[CH:57][C:56]([S:53]([CH2:52][CH2:51][N:45]5[CH2:50][CH2:49][CH2:48][CH2:47][CH2:46]5)(=[O:55])=[O:54])=[CH:62][CH:61]=4)=[O:27])=[CH:23][CH:24]=3)[N:16]=[C:15]3[N:31]([CH3:34])[N:32]=[CH:33][C:14]=13)[CH2:6]2. Procedure details: A urea formation procedure similar to that used for the synthesis of ethyl 4-(4-(8-oxa-3-azabicyclo[3.2.1]octan-3-yl)-6-(4-(3-ethylureido)phenyl)-1H-pyrazolo[3,4-d]pyrimidin-1-yl)piperidine-1-carboxylate is used, utilizing 4-(2-(piperidin-1-yl)ethylsulfonyl)aniline (which may be prepared via: Tetrahedron Letters, 48 (51), 9040-9043, 2007) as the aniline component. (6%, MS=631.3 (M+H)) The reactants are C1CCOC1, CCOC(C)=O, CCCCCC, Nc1ccc(CN2CCCC2)cc1, Cc1ccccc1C(=O)Nc1cccc(C(=O)c2ccc3c(c2)NC(=O)C3=CO)c1. Yields the product Cc1ccccc1C(=O)Nc1cccc(C(=O)c2ccc3c(c2)NC(=O)C3=CNc2ccc(CN3CCCC3)cc2)c1. As a reaction SMILES: [CH2:31]1[O:32][CH2:33][CH2:34][CH2:35]1.[CH3:49][CH2:50][O:51][C:52]([CH3:53])=[O:54].[CH3:55][CH2:56][CH2:57][CH2:58][CH2:59][CH3:60].[N:36]1([CH2:41][c:42]2[cH:43][cH:44][c:45]([NH2:48])[cH:46][cH:47]2)[CH2:37][CH2:38][CH2:39][CH2:40]1.[OH:1][CH:2]=[C:3]1[C:4](=[O:30])[NH:5][c:6]2[cH:7][c:8]([C:12](=[O:13])[c:14]3[cH:15][c:16]([NH:20][C:21]([c:22]4[c:23]([CH3:28])[cH:24][cH:25][cH:26][cH:27]4)=[O:29])[cH:17][cH:18][cH:19]3)[cH:9][cH:10][c:11]21>>[CH:2](=[C:3]1[C:4](=[O:30])[NH:5][c:6]2[cH:7][c:8]([C:12](=[O:13])[c:14]3[cH:15][c:16]([NH:20][C:21]([c:22]4[c:23]([CH3:28])[cH:24][cH:25][cH:26][cH:27]4)=[O:29])[cH:17][cH:18][cH:19]3)[cH:9][cH:10][c:11]21)[NH:48][c:45]1[cH:44][cH:43][c:42]([CH2:41][N:36]2[CH2:37][CH2:38][CH2:39][CH2:40]2)[cH:47][cH:46]1. The reactants are OC1=C(C(=CC=C1)C1=CC=CC=C1)C(=O)OCC (ethyl hydroxybiphenylcarboxylate), [OH-].[K+] (potassium hydroxide), C(C)O (ethanol), S(=O)(=O)(C1=CC=C(C)C=C1)OCC1(COC1)CC (3-((tosyloxy)methyl)-3-ethyloxetane). Run in C1(=CC=CC=C1)C (toluene), O (Water). Conditions: temperature 60 celsius, time 1 hour. Yields the product C(C)C1(COC1)COC=1C=C(C(=CC1)C1=CC=CC=C1)C(=O)O (4-(3-ethyloxetane-3-ylmethoxy)biphenylcarboxylic acid). Yield: 51.7%. As a reaction SMILES: O[C:2]1[CH:7]=[CH:6][CH:5]=[C:4]([C:8]2[CH:13]=[CH:12][CH:11]=[CH:10][CH:9]=2)[C:3]=1[C:14]([O:16]CC)=[O:15].[OH-].[K+].C(O)C.S([O:34][CH2:35][C:36]1([CH2:40][CH3:41])[CH2:39][O:38][CH2:37]1)(C1C=CC(C)=CC=1)(=O)=O>C1(C)C=CC=CC=1.O>[CH2:40]([C:36]1([CH2:35][O:34][C:7]2[CH:2]=[C:3]([C:14]([OH:16])=[O:15])[C:4]([C:8]3[CH:9]=[CH:10][CH:11]=[CH:12][CH:13]=3)=[CH:5][CH:6]=2)[CH2:39][O:38][CH2:37]1)[CH3:41] |f:1.2|. Procedure: 12 g of ethyl hydroxybiphenylcarboxylate and 15 g of potassium hydroxide were added to 100 mL of ethanol, and stirred at 60° C. for 1 hour. After decreasing the temperature to 45° C., 15 g of 3-((tosyloxy)methyl)-3-ethyloxetane was added dropwise thereto, and then refluxed for 2 hours. Water and toluene were added thereto, and the toluene layer was separated. The toluene layer was washed with 3% hydrochloric acid, a saturated sodium carbonate solution and water, and then toluene was distilled of... Starting materials: methoxyparaphenylenediamine, C1(=C(C(=C(C(=C1F)F)F)N)F)N.Cl.Cl (dihydrochloride), N (ammonia), OO (hydrogen peroxide), CC1=C(C=C(C=C1)NC)O (2-methyl 5-methylamino phenol), N (ammonia). The solvent is O (water), O (water). Reaction conditions: time 4 hour. Yields the product C1=CC(=O)C=CC1=NC2=CC=C(C=C2)N (indoaniline). Reaction SMILES: [C:1]1(N)[C:6](F)=[C:5](F)[C:4](F)=[C:3]([NH2:10])[C:2]=1F.Cl.Cl.C[C:16]1[CH:21]=[CH:20][C:19](NC)=[CH:18][C:17]=1[OH:24].OO.[NH3:27]>O>[CH:21]1[C:20](=[N:10][C:3]2[CH:4]=[CH:5][C:6]([NH2:27])=[CH:1][CH:2]=2)[CH:19]=[CH:18][C:17](=[O:24])[CH:16]=1 |f:0.1.2|. Procedure details: 0.05 mole (10.55 g) methoxyparaphenylenediamine dihydrochloride is dissolved in 250 cc water and the pH is adjusted to 8 by addition thereto of ammonia. This solution is immediately added to 0.025 mole (3.5 g) 2-methyl 5-methylamino phenol previously dissolved in 250 cc water and to which 75 cc ammonia 22° Be have been added. 300 cc hydrogen peroxide are added to the mixture to 20 volumes and then the mixture is allowed to stand at room temperature for 4 hours. By filtering the mixture, there ar... The reactants are [Al+3], CCOCC, CC(CC(F)(F)F)C(N)=O, Cl, [H-], [H-], [H-], [H-], [Li+]. Yields the product CC(CN)CC(F)(F)F, Cl. As a reaction SMILES: [Al+3:2].[CH3:18][CH2:19][O:20][CH2:21][CH3:22].[CH3:7][CH:8]([C:9](=[O:10])[NH2:11])[CH2:12][C:13]([F:14])([F:15])[F:16].[ClH:17].[H-:1].[H-:4].[H-:5].[H-:6].[Li+:3]>>[CH3:7][CH:8]([CH2:9][NH2:11])[CH2:12][C:13]([F:14])([F:15])[F:16].[ClH:17]. The reactants are CC1(C)OB(c2ccc(OCCCBr)cc2)OC1(C)C, CC1CCCN1, CC#N, Cl, [K+], [K+], O=C([O-])[O-]. Yields the product CC1CCCN1CCCOc1ccc(B2OC(C)(C)C(C)(C)O2)cc1. As a reaction SMILES: [Br:1][CH2:2][CH2:3][CH2:4][O:5][c:6]1[cH:7][cH:8][c:9]([B:12]2[O:13][C:14]([CH3:19])([CH3:20])[C:15]([CH3:17])([CH3:18])[O:16]2)[cH:10][cH:11]1.[CH3:22][CH:23]1[NH:24][CH2:25][CH2:26][CH2:27]1.[CH3:34][C:35]#[N:36].[ClH:21].[K+:28].[K+:29].[O-:30][C:31]([O-:32])=[O:33]>>[CH2:2]([CH2:3][CH2:4][O:5][c:6]1[cH:7][cH:8][c:9]([B:12]2[O:13][C:14]([CH3:19])([CH3:20])[C:15]([CH3:17])([CH3:18])[O:16]2)[cH:10][cH:11]1)[N:24]1[CH:23]([CH3:22])[CH2:27][CH2:26][CH2:25]1. The reactants are C(C(C)(C)C)[In](CC(C)(C)C)CC(C)(C)C (trisneopentyl indium), [Cl-].[In+3].[Cl-].[Cl-] (indium chloride). The solvent is C(C)OCC (diethyl ether). The product is [Cl-].C(C(C)(C)C)[In+]CC(C)(C)C (bisneopentyl indium chloride). Isolated yield 61.6%. RXN SMILES: [CH2:1]([In:6](CC(C)(C)C)[CH2:7][C:8]([CH3:11])([CH3:10])[CH3:9])[C:2]([CH3:5])([CH3:4])[CH3:3].[Cl-:17].[In+3].[Cl-].[Cl-]>C(OCC)C>[Cl-:17].[CH2:7]([In+:6][CH2:1][C:2]([CH3:5])([CH3:4])[CH3:3])[C:8]([CH3:10])([CH3:11])[CH3:9] |f:1.2.3.4,6.7|. Procedure details: 6.56 g (20.0 mmol) of trisneopentyl indium was reacted with 2.21 g (9.99 mmol) of indium chloride in refluxing diethyl ether for 48 hours to form bisneopentyl indium chloride. The resulting solution was filtered and then reacted with 30 mmol of methyl lithium (17.6 ml, 1.7M solution of diethyl ether) at 0° C. The methyl lithium solution was slowly added with stirring over a 10 minute time period. After the reaction mixture had stirred for 2 hours, the diethyl ether was removed by vacuum distilla... Starting materials: FC=1C=C(CN2C=CC=3C2=NC(=C(C3I)[C@@H](C(=O)OC)O)C)C=CC1F ((S)-methyl 2-(1-(3,4-difluorobenzyl)-4-iodo-6-methyl-1H-pyrrolo[2,3-b]pyridin-5-yl)-2-hydroxyacetate), C(C)(=O)OC(C)(C)C (tert-butyl acetate), Cl(=O)(=O)(=O)O (perchloric acid). Conditions: time 1 hour. Yields the product C(C)(C)(C)O[C@H](C(=O)OC)C=1C(=C2C(=NC1C)N(C=C2)CC2=CC(=C(C=C2)F)F)I ((S)-methyl 2-(tert-butoxy)-2-(1-(3,4-difluorobenzyl)-4-iodo-6-methyl-1H-pyrrolo[2,3-b]pyridin-5-yl)acetate). Isolated yield 77.7%. RXN SMILES: [F:1][C:2]1[CH:3]=[C:4]([CH:23]=[CH:24][C:25]=1[F:26])[CH2:5][N:6]1[C:10]2=[N:11][C:12]([CH3:22])=[C:13]([C@H:16]([OH:21])[C:17]([O:19][CH3:20])=[O:18])[C:14]([I:15])=[C:9]2[CH:8]=[CH:7]1.C(O[C:31]([CH3:34])([CH3:33])[CH3:32])(=O)C.Cl(O)(=O)(=O)=O>>[C:31]([O:21][C@@H:16]([C:13]1[C:14]([I:15])=[C:9]2[CH:8]=[CH:7][N:6]([CH2:5][C:4]3[CH:23]=[CH:24][C:25]([F:26])=[C:2]([F:1])[CH:3]=3)[C:10]2=[N:11][C:12]=1[CH3:22])[C:17]([O:19][CH3:20])=[O:18])([CH3:34])([CH3:33])[CH3:32]. Procedure details: To a solution of (S)-methyl 2-(1-(3,4-difluorobenzyl)-4-iodo-6-methyl-1H-pyrrolo[2,3-b]pyridin-5-yl)-2-hydroxyacetate (660 mg, 1.328 mmol) in tert-butyl acetate (15 mL, 111 mmol) was added dropwise in ˜5 min perchloric acid (0.456 mL, 5.31 mmol) (70% reagent) and the mixture was stirred at RT for 1 h. The mixture was carefully quenched with saturated NaHCO3/water and extracted with EtOAc. The organic phase dried (Na2SO4), concentrated, and purified by column chromatography to provide (S)-methyl ...